Dataset: the Open Reaction Database (ORD), a public repository of structured organic reaction records. Task: describe an organic reaction: reactants, conditions, products, and yield Reactants: C(CCC)N1C(NC2=CC=C(C(=C2C1=N)OC)OC)=O (3-butyl-5,6-dimethoxy-4-imino-2(1H)quinazolinone), ClN1C(CCC1=O)=O (N-chlorosuccinimide). The solvent is C(Cl)(Cl)Cl (CHCl3). Product: C(CCC)N1C(NC2=C(C=C(C(=C2C1=N)OC)OC)Cl)=O (3-Butyl-8-chloro-5,6-dimethoxy-4-imino-2(1H)quinazolinone). Reaction SMILES: [CH2:1]([N:5]1[C:14](=[NH:15])[C:13]2[C:8](=[CH:9][CH:10]=[C:11]([O:18][CH3:19])[C:12]=2[O:16][CH3:17])[NH:7][C:6]1=[O:20])[CH2:2][CH2:3][CH3:4].[Cl:21]N1C(=O)CCC1=O>C(Cl)(Cl)Cl>[CH2:1]([N:5]1[C:14](=[NH:15])[C:13]2[C:8](=[C:9]([Cl:21])[CH:10]=[C:11]([O:18][CH3:19])[C:12]=2[O:16][CH3:17])[NH:7][C:6]1=[O:20])[CH2:2][CH2:3][CH3:4]. Reported procedure: A solution of 0.5 g (1.77 mmol) of 3-butyl-5,6-dimethoxy-4-imino-2(1H)quinazolinone and N-chlorosuccinimide (0.45 g, 3.35 mmol) in 100 ml of CHCl3 was heated at reflux for 18 hours. The reaction mixture was cooled, washed with 10% aqueous sodium thiosulfate (3×35 ml), dried with anhydrous MgSO4 and evaporated to give the crude product as an orange-brown solid. Recrystallization from 2-propanol afforded the desired product in analytical purity; yield 0.30 g (54.5%) mp 155°-157°. Reported procedure: 50 ml of conc. hydrochloric acid are added to methyl 4-amino-3-methylbenzoate (10 g, 61 mmol) and the mixture is cooled down to −15° C. A solution of sodium nitrite (6.3 g, 91 mmol) in 50 ml of water is added dropwise in such a way that the temperature does not exceed −5° C. After stirring at −10° C. for 4 h, a solution of tin(II) chloride dihydrate in 50 ml of conc. hydrochloric acid is added dropwise to the suspension, with the reaction temperature not exceeding −5° C. The viscous suspension i... Reaction conditions: temperature -15 celsius, time 4 hour. Yields the product N(N)C1=C(C=C(C(=O)OC)C=C1)C (Methyl 4-hydrazino-3-methylbenzoate). Run in O (water), Cl (hydrochloric acid), Cl (hydrochloric acid). The reactants are N(=O)[O-].[Na+] (sodium nitrite), O.O.[Sn](Cl)Cl (tin(II) chloride dihydrate), [OH-].[Na+] (sodium hydroxide), NC1=C(C=C(C(=O)OC)C=C1)C (methyl 4-amino-3-methylbenzoate). As a reaction SMILES: [NH2:1][C:2]1[CH:11]=[CH:10][C:5]([C:6]([O:8][CH3:9])=[O:7])=[CH:4][C:3]=1[CH3:12].[N:13]([O-])=O.[Na+].O.O.[Sn](Cl)Cl.[OH-].[Na+]>O.Cl>[NH:1]([C:2]1[CH:11]=[CH:10][C:5]([C:6]([O:8][CH3:9])=[O:7])=[CH:4][C:3]=1[CH3:12])[NH2:13] |f:1.2,3.4.5,6.7|.